Dataset: the Open Reaction Database (ORD), a public repository of structured organic reaction records. Task: describe an organic reaction: reactants, conditions, products, and yield The reactants are Cc1ccc(CCCCC(=O)O)o1, CN(C)C=O, O=C(Cl)C(=O)Cl, ClCCl. The product is Cc1cc2c(o1)CCCCC2=O. Reaction SMILES: [CH3:1][c:2]1[cH:3][cH:4][c:5]([CH2:7][CH2:8][CH2:9][CH2:10][C:11](=[O:12])[OH:13])[o:6]1.[CH3:20][N:21]([CH3:22])[CH:23]=[O:24].[Cl:14][C:15]([C:16]([Cl:17])=[O:18])=[O:19].[Cl:25][CH2:26][Cl:27]>>[CH3:1][c:2]1[cH:3][c:4]2[c:5]([o:6]1)[CH2:7][CH2:8][CH2:9][CH2:10][C:11]2=[O:13]. Starting materials: CCN=C=NCCCN(C)C (EDCI), C1=CC=C2C(=C1)N=NN2O.O (HOBT monohydrate), OCCN1CCNCC1 (1-(2-hydroxyethyl)piperazine), ClC1=C2CNC(C2=C(C=C1)C=1SC2=C(C1)C=C(C=C2)C(=O)O)=O (4-Chloro-7-(5-carboxybenzothiophen-2-yl)isoindolinone). Solvent: C(C)(=O)OCC (ethyl acetate), O (water), CN(C)C=O (DMF). Conditions: time 30 minute. Product: ClC1=C2CNC(C2=C(C=C1)C=1SC2=C(C1)C=C(C=C2)C(=O)N2CCN(CC2)CCO)=O (4-Chloro-7-(5-[4-(2-hydroxyethyl)piperazin-1-ylcarbonyl]benzothiophen-2-yl)isoindolinone). The yield is 69.1%. Reaction SMILES: [Cl:1][C:2]1[CH:10]=[CH:9][C:8]([C:11]2[S:12][C:13]3[CH:19]=[CH:18][C:17]([C:20](O)=[O:21])=[CH:16][C:14]=3[CH:15]=2)=[C:7]2[C:3]=1[CH2:4][NH:5][C:6]2=[O:23].CCN=C=NCCCN(C)C.C1C=C2N=NN(O)C2=CC=1.O.[OH:46][CH2:47][CH2:48][N:49]1[CH2:54][CH2:53][NH:52][CH2:51][CH2:50]1>CN(C=O)C.C(OCC)(=O)C.O>[Cl:1][C:2]1[CH:10]=[CH:9][C:8]([C:11]2[S:12][C:13]3[CH:19]=[CH:18][C:17]([C:20]([N:52]4[CH2:53][CH2:54][N:49]([CH2:48][CH2:47][OH:46])[CH2:50][CH2:51]4)=[O:21])=[CH:16][C:14]=3[CH:15]=2)=[C:7]2[C:3]=1[CH2:4][NH:5][C:6]2=[O:23] |f:2.3|. Procedure: In a similar manner to Step 1 of Example 20, Compound 172 (25.0 mg, 0.0727 mmol) was dissolved in DMF (1 mL), and the solution was treated with EDCI (28 mg, 0.15 mmol), HOBT monohydrate (9.8 mg, 0.073 mmol) and 1-(2-hydroxyethyl)piperazine (38 mg, 0.29 mmol). The reaction mixture was added with water and ethyl acetate, and extracted with 1 mol/L hydrochloric acid. The aqueous layer was added with sodium carbonate to adjust the pH to 9 and extracted with ethyl acetate. The organic layer was washe... Starting materials: COC1=CC=C(C=O)C=C1 (4-methoxybenzaldehyde), S(=O)(=O)([O-])[O-].[Mg+2] (magnesium sulfate), NCCNC(=O)OC(C)(C)C (N-(2-aminoethyl)(tert-butoxy)carboxamide), C(C)(=O)O[BH-](OC(C)=O)OC(C)=O.[Na+] (sodium triacetoxyborohydride). Solvent: ClCCCl (1,2-dichloroethane). Yields the product C(C)(C)(C)OC(=O)NCCNCC1=CC=C(C=C1)OC ((tert-butoxy)-N-(2-{[(4-methoxyphenyl)methyl]amino}-ethyl)carboxamide). The yield is 11.7%. As a reaction SMILES: [CH3:1][O:2][C:3]1[CH:10]=[CH:9][C:6]([CH:7]=O)=[CH:5][CH:4]=1.[NH2:11][CH2:12][CH2:13][NH:14][C:15]([O:17][C:18]([CH3:21])([CH3:20])[CH3:19])=[O:16].C(O[BH-](OC(=O)C)OC(=O)C)(=O)C.[Na+].S([O-])([O-])(=O)=O.[Mg+2]>ClCCCl>[C:18]([O:17][C:15]([NH:14][CH2:13][CH2:12][NH:11][CH2:7][C:6]1[CH:9]=[CH:10][C:3]([O:2][CH3:1])=[CH:4][CH:5]=1)=[O:16])([CH3:21])([CH3:20])[CH3:19] |f:2.3,4.5|. Procedure: This compound was made in a manner analogous to that set forth in Step D of Example 5, using 3.0 grams (0.022 mole) of 4-methoxybenzaldehyde, 3.6 grams (0.022 mole) of N-(2-aminoethyl)(tert-butoxy)carboxamide (known compound), 7.0 grams (0.033 mole) of sodium triacetoxyborohydride and 5.3 grams (0.044 mole) of magnesium sulfate in 30 mL of 1,2-dichloroethane. The reaction product was purified with column chromatography on silica gel. Elution was accomplished using mixtures of 2% to 5% methanol i... Starting materials: CCOCC (ether), C(CCCCCCCCC=CC=CC)(=O)Cl (10,12-tetradecadien-1-oyl chloride), C1(CC1)CCCO (3-cyclopropyl-1-propanol). Run in N1=CC=CC=C1 (pyridine). Run at time 1 day. The product is C(CCCCCCCCC=CC=CC)(=O)OCCCC1CC1 (3-cyclopropylpropyl 10,12-tetradecadienoate). Reaction SMILES: CCOCC.[C:6](Cl)(=[O:20])[CH2:7][CH2:8][CH2:9][CH2:10][CH2:11][CH2:12][CH2:13][CH2:14][CH:15]=[CH:16][CH:17]=[CH:18][CH3:19].[CH:22]1([CH2:25][CH2:26][CH2:27][OH:28])[CH2:24][CH2:23]1>N1C=CC=CC=1>[C:6]([O:28][CH2:27][CH2:26][CH2:25][CH:22]1[CH2:24][CH2:23]1)(=[O:20])[CH2:7][CH2:8][CH2:9][CH2:10][CH2:11][CH2:12][CH2:13][CH2:14][CH:15]=[CH:16][CH:17]=[CH:18][CH3:19]. Procedure details: To 30 ml. anhydrous ether and 0.23 g. 10,12-tetradecadien-1-oyl chloride is added 0.1 g. 3-cyclopropyl-1-propanol. The mixture is cooled to 0° and 0.5 ml. pyridine is added. The reaction mixture is stirred for 1 day at room temperature and then is worked up following the procedure of Example 3 to yield 3-cyclopropylpropyl 10,12-tetradecadienoate. The reactants are FC1=C(CBr)C=CC(=C1)F (2,4-difluorobenzyl bromide), compound ( 70 ), [H-].[Na+] (sodium hydride), FC(CCC(C#N)C#N)(F)F ((3,3,3-trifluoropropyl)malononitrile). The solvent is CN(C=O)C (N,N-dimethylformamide). Product: FC1=C(CC(C#N)(C#N)CCC(F)(F)F)C=CC(=C1)F (2-(2,4-difluorobenzyl)-2-(3,3,3-trifluoropropyl)malononitrile). Yield: 58.1%. Reaction SMILES: [F:1][C:2]1[CH:9]=[C:8]([F:10])[CH:7]=[CH:6][C:3]=1[CH2:4]Br.[H-].[Na+].[F:13][C:14]([F:23])([F:22])[CH2:15][CH2:16][CH:17]([C:20]#[N:21])[C:18]#[N:19]>CN(C)C=O>[F:1][C:2]1[CH:9]=[C:8]([F:10])[CH:7]=[CH:6][C:3]=1[CH2:4][C:17]([CH2:16][CH2:15][C:14]([F:13])([F:22])[F:23])([C:18]#[N:19])[C:20]#[N:21] |f:1.2|. Procedure: Using 0.21 g of 2,4-difluorobenzyl bromide, 3 ml of N,N-dimethylformamide, 0.05 g of sodium hydride (60% in oil), and 0.17 g of (3,3,3-trifluoropropyl)malononitrile, and according to the process described in the Production Example 26, there was obtained 0.17 g of 2-(2,4-difluorobenzyl)-2-(3,3,3-trifluoropropyl)malononitrile (the present compound (70)).